Dataset: the Open Reaction Database (ORD), a public repository of structured organic reaction records. Task: describe an organic reaction: reactants, conditions, products, and yield Reactants: C(C)(C)(C)OC(=O)N1CCN(CC1)CCNC(CC1=C(NC(=C1C)\C=C\1/C(NC2=CC=C(C=C12)S(=O)(=O)CC1=C(C=CC=C1Cl)Cl)=O)C)=O (4-[2-(2-{5-[5-(2,6-dichloro-phenylmethanesulfonyl)-2-oxo-1,2-dihydro-indol-(3Z)-ylidenemethyl]-2,4-dimethyl-1H-pyrrol-3-yl}-acetylamino)-ethyl]-piperazine-1-carboxylic acid tert-butyl ester), C(=O)(C(F)(F)F)O (TFA). Run in C(Cl)Cl (DCM). Reaction conditions: time 8 hour. Yields the product ClC1=C(C(=CC=C1)Cl)CS(=O)(=O)C=1C=C2/C(/C(NC2=CC1)=O)=C/C1=C(C(=C(N1)C)CC(=O)NCCN1CCNCC1)C (2-{5-[5-(2,6-Dichloro-phenylmethanesulfonyl)-2-oxo-1,2-dihydro-indol-(3Z)-ylidenemethyl]-2,4-dimethyl-1H-pyrrol-3-yl}-N-(2-piperazin-1-yl-ethyl)-acetamide). Reaction SMILES: C(OC([N:8]1[CH2:13][CH2:12][N:11]([CH2:14][CH2:15][NH:16][C:17](=[O:49])[CH2:18][C:19]2[C:23]([CH3:24])=[C:22](/[CH:25]=[C:26]3\[C:27](=[O:47])[NH:28][C:29]4[C:34]\3=[CH:33][C:32]([S:35]([CH2:38][C:39]3[C:44]([Cl:45])=[CH:43][CH:42]=[CH:41][C:40]=3[Cl:46])(=[O:37])=[O:36])=[CH:31][CH:30]=4)[NH:21][C:20]=2[CH3:48])[CH2:10][CH2:9]1)=O)(C)(C)C.C(O)(C(F)(F)F)=O>C(Cl)Cl>[Cl:45][C:44]1[CH:43]=[CH:42][CH:41]=[C:40]([Cl:46])[C:39]=1[CH2:38][S:35]([C:32]1[CH:33]=[C:34]2[C:29](=[CH:30][CH:31]=1)[NH:28][C:27](=[O:47])/[C:26]/2=[CH:25]\[C:22]1[NH:21][C:20]([CH3:48])=[C:19]([CH2:18][C:17]([NH:16][CH2:15][CH2:14][N:11]2[CH2:10][CH2:9][NH:8][CH2:13][CH2:12]2)=[O:49])[C:23]=1[CH3:24])(=[O:37])=[O:36]. Procedure: A solution of 4-[2-(2-{5-[5-(2,6-dichloro-phenylmethanesulfonyl)-2-oxo-1,2-dihydro-indol-(3Z)-ylidenemethyl]-2,4-dimethyl-1H-pyrrol-3-yl}-acetylamino)-ethyl]-piperazine-1-carboxylic acid tert-butyl ester (from the above reaction) and TFA (1 mL) in DCM (10 mL) was stirred at rt for overnight. The reaction was concentrated and purified to give 590 mg of the titled compound as a yellow solid. Reactants: C1(=CC=CC=C1)P(C1=CC=CC=C1)C1=CC=CC=C1 (triphenylphosphine), C(=O)O (formic acid), OC(C)[C@H]1C(N([C@@H]1SC)C(C(=O)OC)=C(C)C)=O (methyl 2-[(3S,4R)-3-{(1RS)-1-hydroxyethyl}-4-methylthio-2-oxoazetidin-1-yl]-3-methylbut-2-enoate), N(=NC(=O)OCC)C(=O)OCC (diethyl azodicarboxylate), acid, N(=NC(=O)OCC)C(=O)OCC (diethyl azodicarboxylate). Run in O1CCCC1 (tetrahydrofuran). Conditions: time 15 minute. Product: C(=O)OC(C)[C@H]1C(N([C@@H]1SC)C(C(=O)OC)=C(C)C)=O (methyl 2-[(3S,4R)-3-{(1RS)-1-formyloxyethyl}-4-methylthio-2-oxoazetidin-1-yl]-3-methylbut-2-enoate). Reaction SMILES: C1(P(C2C=CC=CC=2)C2C=CC=CC=2)C=CC=CC=1.[CH:20]([OH:22])=[O:21].O[CH:24]([C@@H:26]1[C@@H:29]([S:30][CH3:31])[N:28]([C:32](=[C:37]([CH3:39])[CH3:38])[C:33]([O:35][CH3:36])=[O:34])[C:27]1=[O:40])[CH3:25].N(C(OCC)=O)=NC(OCC)=O>O1CCCC1>[CH:20]([O:22][CH:24]([C@@H:26]1[C@@H:29]([S:30][CH3:31])[N:28]([C:32](=[C:37]([CH3:39])[CH3:38])[C:33]([O:35][CH3:36])=[O:34])[C:27]1=[O:40])[CH3:25])=[O:21]. Procedure: To a solution of triphenylphosphine (1.647 g), formic acid (0.20 ml), and a mixture (1:3) of methyl 2-[(3S,4R)-3-{(1RS)-1-hydroxyethyl}-4-methylthio-2-oxoazetidin-1-yl]-3-methylbut-2-enoate (1.145 g) in tetrahydrofuran (14 ml) was added dropwise diethyl azodicarboxylate (0.83 ml) at 0° C. under a nitrogen atmosphere. After keeping at the same temperature for 15 minutes, the solution was allowed to warm to room temperature and stirred for two hours. The mixture was cooled to 0° C. and additional ... Starting materials: CC#N, CCOC(=O)c1ccc(Cl)nc1, O=C(OC(=O)C(F)(F)F)C(F)(F)F, NC(N)=O, [Na+], O=C([O-])O. Yields the product CCOC(=O)c1ccc(Cl)[n+]([O-])c1. Reaction SMILES: [CH3:30][C:31]#[N:32].[Cl:5][c:6]1[n:7][cH:8][c:9]([C:10](=[O:11])[O:12][CH2:13][CH3:14])[cH:15][cH:16]1.[F:17][C:18]([F:19])([F:20])[C:21]([O:22][C:23](=[O:24])[C:25]([F:26])([F:27])[F:28])=[O:29].[NH2:1][C:2]([NH2:3])=[O:4].[Na+:37].[O-:33][C:34]([OH:35])=[O:36]>>[O-:4][n+:7]1[c:6]([Cl:5])[cH:16][cH:15][c:9]([C:10](=[O:11])[O:12][CH2:13][CH3:14])[cH:8]1. As a reaction SMILES: [C:1]([CH2:2][C:3](=[O:4])[O:5][CH2:6][CH3:7])(=[O:8])[O:9][CH2:10][CH3:11].[C:35](=[O:36])([O-:37])[O-:38].[CH2:41]1[O:42][CH2:43][CH2:44][CH2:45]1.[Cs+:39].[Cs+:40].[Cu:46]([I:47])[I:48].[I:12][c:13]1[cH:14][cH:15][c:16]2[n:17]([cH:18]1)[n:19][cH:20][n:21]2.[OH:22][c:23]1[c:24](-[c:25]2[cH:26][cH:27][cH:28][cH:29][cH:30]2)[cH:31][cH:32][cH:33][cH:34]1>>[C:1]([CH:2]([C:3](=[O:4])[O:5][CH2:6][CH3:7])[c:13]1[cH:14][cH:15][c:16]2[n:17]([cH:18]1)[n:19][cH:20][n:21]2)(=[O:8])[O:9][CH2:10][CH3:11]. The product is CCOC(=O)C(C(=O)OCC)c1ccc2ncnn2c1. Starting materials: CCOC(=O)CC(=O)OCC, O=C([O-])[O-], C1CCOC1, [Cs+], [Cs+], I[Cu]I, Ic1ccc2ncnn2c1, Oc1ccccc1-c1ccccc1.